Dataset: the Open Reaction Database (ORD), a public repository of structured organic reaction records. Task: describe an organic reaction: reactants, conditions, products, and yield Starting materials: NC1=NC(=NC=2CCC(CC12)C1=C(C=CC=C1)Cl)S(=O)C (4-amino-2-methylsulfinyl-6-(2-chlorophenyl)-5,6,7,8-tetrahydroquinazoline), N1CCCC1 (pyrrolidine). Product: NC1=NC(=NC=2CCC(CC12)C1=C(C=CC=C1)Cl)N1CCCC1 (4-amino-2-(pyrrolidin-1-yl)-6-(2-chlorophenyl)-5,6,7,8-tetrahydroquinazoline). Solvent: C(CC(C)C)O (isoamyl alcohol). Run at temperature 200 celsius. Reported procedure: This compound is prepared in a manner analogous to that of Example 18, using 1.60 grams (0.005 mole) of 4-amino-2-methylsulfinyl-6-(2-chlorophenyl)-5,6,7,8-tetrahydroquinazoline (prepared as in Example 17) and 0.71 gram (0.010 mole) of pyrrolidine in 50 mL of isoamyl alcohol. The sealed tube is heated at about 200° C. for 7 hours. The reaction mixture is subjected to column chromatography on silica gel, yielding 4-amino-2-(pyrrolidin-1-yl)-6-(2-chlorophenyl)-5,6,7,8-tetrahydroquinazoline. As a reaction SMILES: [NH2:1][C:2]1[C:11]2[CH2:10][CH:9]([C:12]3[CH:17]=[CH:16][CH:15]=[CH:14][C:13]=3[Cl:18])[CH2:8][CH2:7][C:6]=2[N:5]=[C:4](S(C)=O)[N:3]=1.[NH:22]1[CH2:26][CH2:25][CH2:24][CH2:23]1>C(O)CC(C)C>[NH2:1][C:2]1[C:11]2[CH2:10][CH:9]([C:12]3[CH:17]=[CH:16][CH:15]=[CH:14][C:13]=3[Cl:18])[CH2:8][CH2:7][C:6]=2[N:5]=[C:4]([N:22]2[CH2:26][CH2:25][CH2:24][CH2:23]2)[N:3]=1. Reactants: C, CCOC(=O)c1ccc(OCc2ccccc2)cc1CC, CCO, [H][H], [Pd]. Yields the product CCOC(=O)c1ccc(O)cc1CC. As a reaction SMILES: [C:27].[CH2:1]([c:2]1[cH:3][cH:4][cH:5][cH:6][cH:7]1)[O:8][c:9]1[cH:10][c:11]([CH2:20][CH3:21])[c:12]([C:13](=[O:14])[O:15][CH2:16][CH3:17])[cH:18][cH:19]1.[CH3:24][CH2:25][OH:26].[H:22][H:23].[Pd:28]>>[OH:8][c:9]1[cH:10][c:11]([CH2:20][CH3:21])[c:12]([C:13](=[O:14])[O:15][CH2:16][CH3:17])[cH:18][cH:19]1.